This data is from the Open Reaction Database (ORD), a public repository of structured organic reaction records. The task is: describe an organic reaction: reactants, conditions, products, and yield Reactants: S(=O)([O-])[O-].[Na+].[Na+] (sodium sulfite), C1(=CC(=CC=C1)CCl)CCl (m-xylylene dichloride), teflon. Run in O (water), C1(=CC=CC=C1)C (toluene). The product is C1(=CC(=CC=C1)CS(=O)(=O)[O-])CS(=O)(=O)[O-].[Na+].[Na+] (sodium m-xylylenedisulfonate). Isolated yield 53.2%. RXN SMILES: [C:1]1([CH2:9]Cl)[CH:6]=[CH:5][CH:4]=[C:3]([CH2:7]Cl)[CH:2]=1.[S:11]([O-:14])([O-:13])=[O:12].[Na+:15].[Na+]>C1(C)C=CC=CC=1.O>[C:1]1([CH2:9][S:11]([O-:14])(=[O:13])=[O:12])[CH:6]=[CH:5][CH:4]=[C:3]([CH2:7][S:11]([O-:14])(=[O:13])=[O:12])[CH:2]=1.[Na+:15].[Na+:15] |f:1.2.3,6.7.8|. Reported procedure: In a 300-ml egg-plant type flask provided with cooling pipe for reflux, 17.5 g (0.1 mol) of m-xylylene dichloride was dissolved in 40 ml of toluene, and a solution of 28.0 g (0.22 mol) of sodium sulfite in 40 ml of distilled water was put into the flask. The mixture in the flask was heated in an oil bath kept at 130° C. under refluxing for 24 h, while the mixture was vigorously stirred with a magnetic stirrer using teflon-coated stirring pieces. After that the reaction mixture was cooled to room... Starting materials: S(O)(O)(=O)=O (sulphuric acid), SC1=C(C(=O)O)C=CC=C1 (o-mercaptobenzoic acid). The solvent is C1(=CC=CC=C1)C (toluene). Run at time 8 hour. Yields the product CC1=CC=CC=2SC3=CC=CC=C3C(C12)=O (methylthioxanthone). RXN SMILES: S(=O)(=O)(O)O.[SH:6][C:7]1[CH:15]=[CH:14][CH:13]=[CH:12][C:8]=1[C:9](O)=[O:10]>C1(C)C=CC=CC=1>[CH3:9][C:8]1[C:12]2[C:9](=[O:10])[C:8]3[C:7](=[CH:15][CH:14]=[CH:13][CH:12]=3)[S:6][C:13]=2[CH:14]=[CH:15][CH:7]=1. Procedure details: To a stirred mixture of concentrated sulphuric acid (300 ml) and toluene (46 ml), o-mercaptobenzoic acid (30 g) was added slowly. The mixture was stirred for 8 hrs. and allowed to stand for a further 10 hrs. After 1 hr. heating on the steam bath the dark red solution was cooled and poured on to ice. The gummy yellow precipitate was filtered off and triturated with 2N aqueous sodium hydroxide. The solid isomer-mixture was filtered off, washed with water, and dried at room temperature in vacuo, m.... The reactants are C(C)(=O)OCC (ethyl acetate), C([O-])([O-])=O.[K+].[K+] (potassium carbonate), ClC=1C(=CC(=C(N)C1)C)[N+](=O)[O-] (5-chloro-2-methyl-4-nitroaniline), C1(=CC=CC=C1)OB(O)O (phenylboric acid). Reagents/catalysts: C=1C=CC(=CC1)[P](C=2C=CC=CC2)(C=3C=CC=CC3)[Pd]([P](C=4C=CC=CC4)(C=5C=CC=CC5)C=6C=CC=CC6)([P](C=7C=CC=CC7)(C=8C=CC=CC8)C=9C=CC=CC9)[P](C=1C=CC=CC1)(C=1C=CC=CC1)C=1C=CC=CC1 (tetrakis(triphenylphosphine)palladium). The solvent is COCCOC (1,2-dimethoxyethane). Reaction conditions: temperature 80 celsius. Yields the product NC1=C(C=C(C(=C1)C)[N+](=O)[O-])C1=CC=CC=C1 (2-Amino-4-methyl-5-nitro-1-phenylbenzene). RXN SMILES: Cl[C:2]1[C:3]([N+:10]([O-:12])=[O:11])=[CH:4][C:5]([CH3:9])=[C:6]([CH:8]=1)[NH2:7].[C:13]1(OB(O)O)[CH:18]=[CH:17]C=[CH:15][CH:14]=1.[C:23](=O)([O-])[O-].[K+].[K+].C(OCC)(=O)C>COCCOC.C1C=CC([P]([Pd]([P](C2C=CC=CC=2)(C2C=CC=CC=2)C2C=CC=CC=2)([P](C2C=CC=CC=2)(C2C=CC=CC=2)C2C=CC=CC=2)[P](C2C=CC=CC=2)(C2C=CC=CC=2)C2C=CC=CC=2)(C2C=CC=CC=2)C2C=CC=CC=2)=CC=1>[NH2:7][C:6]1[CH:8]=[C:2]([CH3:23])[C:3]([N+:10]([O-:12])=[O:11])=[CH:4][C:5]=1[C:9]1[CH:17]=[CH:18][CH:13]=[CH:14][CH:15]=1 |f:2.3.4,^1:44,46,65,84|. Procedure: 1.87 g (0.01 mole) of 5-chloro-2-methyl-4-nitroaniline and 0.013 mole of phenylboric acid were dissolved in 70 mL of 1,2-dimethoxyethane under argon. Then, 0.5 g (0.0005 mole) of tetrakis(triphenylphosphine)palladium and 13 mL of 2 N potassium carbonate solution were added, and the reaction mixture was heated to 80° C. At the end of the reaction, the reaction mixture was poured into 100 mL of ethyl acetate. The organic phase was extracted with dilute sodium hydroxide solution and then dried over...